Dataset: the Open Reaction Database (ORD), a public repository of structured organic reaction records. Task: describe an organic reaction: reactants, conditions, products, and yield The reactants are ClC1=CC(=C(C=C1OCC#C)N1C(N(C(=C1Cl)C#N)CCC)=O)F (1-(4-chloro-2-fluoro-5-propargyloxyphenyl)-5-chloro-4-cyano-3-propyl-1,3-dihydro-2 H-imidazol-2-one), ClC1=CC(=C(C=C1OCC#C)N1C(N(C(=C1Cl)C#N)CCC)=O)F (1-(4-chloro-2-fluoro-5-propargyloxyphenyl)-5-chloro-4-cyano-3-propyl-1,3-dihydro-2 H-imidazol-2-one), [C-]#N.[K+] (KCN). Run in CN(C=O)C (dimethylformamide). Product: ClC1=CC(=C(C=C1OCC#C)N1C(N(C(=C1C#N)C#N)CCC)=O)F (1-(4-chloro-2-fluoro-5-propargyloxyphenyl)-4,5-dicyano-3-propyl-1,3-dihydro-2H-imidazol-2-one). As a reaction SMILES: [Cl:1][C:2]1[C:7]([O:8][CH2:9][C:10]#[CH:11])=[CH:6][C:5]([N:12]2[C:16](Cl)=[C:15]([C:18]#[N:19])[N:14]([CH2:20][CH2:21][CH3:22])[C:13]2=[O:23])=[C:4]([F:24])[CH:3]=1.[C-:25]#[N:26].[K+]>CN(C)C=O>[Cl:1][C:2]1[C:7]([O:8][CH2:9][C:10]#[CH:11])=[CH:6][C:5]([N:12]2[C:16]([C:25]#[N:26])=[C:15]([C:18]#[N:19])[N:14]([CH2:20][CH2:21][CH3:22])[C:13]2=[O:23])=[C:4]([F:24])[CH:3]=1 |f:1.2|. Procedure details: The product of Example 4, 1-(4-chlorophenyl)-5-chloro-4-cyano-3-phenyl-1,3-dihydro-2H-imidazol-2-one (V) (0.94 g, 2.8 mmol) was stirred in 25 mL dimethylformamide. To this mixture was added KCN (0.6 g, 8.5 mmol) and the resulting mixture was heated to reflux for ten minutes. The mixture was then allowed to cool, poured onto water, extracted with ethyl acetate, dried, filtered, and evaporated via standard techniques. Recrystallization with ethyl acetate/heptane gave 0.5 g of 1-(4-chlorophenyl)-4,... The reactants are CC1(c2cccc(Br)c2)NC(=S)Cn2nccc21, O=C([O-])[O-], CO, N, [Na+], [Na+], O. Yields the product CC1(c2cccc(Br)c2)N=C(N)Cn2nccc21. RXN SMILES: [Br:2][c:3]1[cH:4][c:5]([C:9]2([CH3:19])[c:10]3[n:11]([n:16][cH:17][cH:18]3)[CH2:12][C:13](=[S:15])[NH:14]2)[cH:6][cH:7][cH:8]1.[C:23](=[O:24])([O-:25])[O-:26].[CH3:20][OH:21].[NH3:1].[Na+:27].[Na+:28].[OH2:22]>>[NH2:1][C:13]1=[N:14][C:9]([c:5]2[cH:4][c:3]([Br:2])[cH:8][cH:7][cH:6]2)([CH3:19])[c:10]2[n:11]([n:16][cH:17][cH:18]2)[CH2:12]1. RXN SMILES: [Cl:1][C:2]1[CH:21]=[CH:20][C:19]([OH:22])=[CH:18][C:3]=1[C:4]([NH:6][CH2:7][C:8]12[CH2:17][CH:12]3[CH2:13][CH:14]([CH2:16][CH:10]([CH2:11]3)[CH2:9]1)[CH2:15]2)=[O:5].C1(P(C2C=CC=CC=2)C2C=CC=CC=2)C=CC=CC=1.[Cl:42][CH2:43][CH2:44]O.N(C(OCC)=O)=NC(OCC)=O>O1CCCC1>[Cl:1][C:2]1[CH:21]=[CH:20][C:19]([O:22][CH2:44][CH2:43][Cl:42])=[CH:18][C:3]=1[C:4]([NH:6][CH2:7][C:8]12[CH2:17][CH:12]3[CH2:11][CH:10]([CH2:16][CH:14]([CH2:13]3)[CH2:15]1)[CH2:9]2)=[O:5]. Procedure details: To a solution of 2-chloro-5-hydroxy-N-(tricyclo[3.3.1.13,7]dec-1-ylmethyl)-benzamide (WO 99/29661) (0.30 g), triphenylphosphine (0.25 g) and 2-chloroethanol (0.07 ml) in tetrahydrofuran (4 ml) was added diethyl azodicarboxylate (0.15 ml) and the reaction mixture stirred at room temperature for 18 h. Further triphenylphosphine (0.12 g) and diethyl azodicarboxylate (0.08 ml) were added and the reaction stirred for an additional 4 h. Silica was added and the reaction mixture concentrated under redu... Reaction conditions: time 18 hour. Run in O1CCCC1 (tetrahydrofuran). Yields the product ClC1=C(C(=O)NCC23CC4CC(CC(C2)C4)C3)C=C(C=C1)OCCCl (2-Chloro-5-[2-chloroethoxy]-N-(tricyclo[3.3.1.13,7]dec-1-ylmethyl)-benzamide). Starting materials: ClC1=C(C(=O)NCC23CC4CC(CC(C2)C4)C3)C=C(C=C1)O (2-chloro-5-hydroxy-N-(tricyclo[3.3.1.13,7]dec-1-ylmethyl)-benzamide), C1(=CC=CC=C1)P(C1=CC=CC=C1)C1=CC=CC=C1 (triphenylphosphine), ClCCO (2-chloroethanol), N(=NC(=O)OCC)C(=O)OCC (diethyl azodicarboxylate), C1(=CC=CC=C1)P(C1=CC=CC=C1)C1=CC=CC=C1 (triphenylphosphine), N(=NC(=O)OCC)C(=O)OCC (diethyl azodicarboxylate). The reactants are BrB(Br)Br, COc1ccc2c(c1)c(CC(=O)NN)c(C)n2Cc1ccccc1, ClCCl. The product is Cc1c(CC(=O)NN)c2cc(O)ccc2n1Cc1ccccc1. RXN SMILES: [B:25]([Br:26])([Br:27])[Br:28].[CH3:1][O:2][c:3]1[cH:4][c:5]2[c:6]([CH2:20][C:21](=[O:22])[NH:23][NH2:24])[c:7]([CH3:19])[n:8]([CH2:12][c:13]3[cH:14][cH:15][cH:16][cH:17][cH:18]3)[c:9]2[cH:10][cH:11]1.[Cl:29][CH2:30][Cl:31]>>[OH:2][c:3]1[cH:4][c:5]2[c:6]([CH2:20][C:21](=[O:22])[NH:23][NH2:24])[c:7]([CH3:19])[n:8]([CH2:12][c:13]3[cH:14][cH:15][cH:16][cH:17][cH:18]3)[c:9]2[cH:10][cH:11]1. Reactants: CCOC(C)=O, CCCOC(=O)NC(C(=O)N1CCCC1C(=O)NCC1CCC(NC(=O)OC(C)(C)C)CC1)C(C)(C)SC(C)C, Cl. Product: CCCOC(=O)NC(C(=O)N1CCCC1C(=O)NCC1CCC(N)CC1)C(C)(C)SC(C)C. As a reaction SMILES: [C:1]([O:2][CH2:3][CH3:4])(=[O:5])[CH3:6].[CH2:8]([CH2:9][CH3:10])[O:11][C:12]([NH:13][CH:14]([C:15]([CH3:16])([CH3:17])[S:18][CH:19]([CH3:20])[CH3:21])[C:22](=[O:23])[N:24]1[CH:25]([C:29]([NH:30][CH2:31][CH:32]2[CH2:33][CH2:34][CH:35]([NH:38][C:39]([O:40][C:41]([CH3:42])([CH3:43])[CH3:44])=[O:45])[CH2:36][CH2:37]2)=[O:46])[CH2:26][CH2:27][CH2:28]1)=[O:47].[ClH:7]>>[CH2:8]([CH2:9][CH3:10])[O:11][C:12]([NH:13][CH:14]([C:15]([CH3:16])([CH3:17])[S:18][CH:19]([CH3:20])[CH3:21])[C:22](=[O:23])[N:24]1[CH:25]([C:29]([NH:30][CH2:31][CH:32]2[CH2:33][CH2:34][CH:35]([NH2:38])[CH2:36][CH2:37]2)=[O:46])[CH2:26][CH2:27][CH2:28]1)=[O:47]. Starting materials: BrC1C2=C(SC3=C(C1=O)C=CC(=C3)Cl)C=CC=C2 (11-bromo-7-chloro-11H-dibenzo[b,f]thiepin-10-one), C(#N)CC(=S)N (2-cyanothioacetamide). Run in C(C)O (ethanol). Product: ClC=1C=CC2=C(SC3=C(C=4SC(=NC24)CC#N)C=CC=C3)C1 ((6-Chloro-1,8-dithia-3-aza-dibenzo[e,h]azulene-2-yl)-acetonitrile). Reaction SMILES: Br[CH:2]1[C:8](=O)[C:7]2[CH:10]=[CH:11][C:12]([Cl:14])=[CH:13][C:6]=2[S:5][C:4]2[CH:15]=[CH:16][CH:17]=[CH:18][C:3]1=2.[C:19]([CH2:21][C:22]([NH2:24])=[S:23])#[N:20]>C(O)C>[Cl:14][C:12]1[CH:11]=[CH:10][C:7]2[C:8]3[N:24]=[C:22]([CH2:21][C:19]#[N:20])[S:23][C:2]=3[C:3]3[CH:18]=[CH:17][CH:16]=[CH:15][C:4]=3[S:5][C:6]=2[CH:13]=1. Procedure details: To a solution of 11-bromo-7-chloro-11H-dibenzo[b,f]thiepin-10-one (3.75 mmoles) in absolute ethanol (19 ml), 2-cyanothioacetamide (5.63 mmoles) was added. The reaction mixture was heated under stirring and refluxing for 8 hours. Then the solvent was evaporated under reduced pressure and the remaining dry residue was dissolved in water and ethyl acetate. After extraction the organic layers were washed with a saturated aqueous NaHCO3 solution, water and a saturated aqueous sodium chloride solution...